This data is from the Open Reaction Database (ORD), a public repository of structured organic reaction records. The task is: describe an organic reaction: reactants, conditions, products, and yield Starting materials: CCCCCCCCC=CCCCCCCCC(=O)Nc1ccccc1N, CC(=O)OCC(C)(C)C(OC(C)=O)C(=O)NCCC(=O)O. Product: CCCCCCCCC=CCCCCCCCC(=O)Nc1ccccc1NC(=O)CCNC(=O)C(OC(C)=O)C(C)(C)COC(C)=O. RXN SMILES: [C:1]([CH2:2][CH2:3][CH2:4][CH2:5][CH2:6][CH2:7][CH2:8][CH:9]=[CH:10][CH2:11][CH2:12][CH2:13][CH2:14][CH2:15][CH2:16][CH2:17][CH3:18])(=[O:19])[NH:20][c:21]1[c:22]([NH2:23])[cH:24][cH:25][cH:26][cH:27]1.[C:28]([CH3:29])(=[O:30])[O:31][CH:32]([C:33](=[O:34])[NH:35][CH2:36][CH2:37][C:38](=[O:39])[OH:40])[C:41]([CH2:42][O:43][C:44]([CH3:45])=[O:46])([CH3:47])[CH3:48]>>[C:1]([CH2:2][CH2:3][CH2:4][CH2:5][CH2:6][CH2:7][CH2:8][CH:9]=[CH:10][CH2:11][CH2:12][CH2:13][CH2:14][CH2:15][CH2:16][CH2:17][CH3:18])(=[O:19])[NH:20][c:21]1[c:22]([NH:23][C:38]([CH2:37][CH2:36][NH:35][C:33]([CH:32]([O:31][C:28]([CH3:29])=[O:30])[C:41]([CH2:42][O:43][C:44]([CH3:45])=[O:46])([CH3:47])[CH3:48])=[O:34])=[O:39])[cH:24][cH:25][cH:26][cH:27]1. The reactants are C1(CC1)C1=NC(=NC=C1CO)C1=CC(=CC=C1)C(F)(F)F ([4-cyclopropyl-2-(3-trifluoromethyl-phenyl)-pyrimidin-5-yl]-methanol), O=S(Cl)Cl (SOCl2). Run in C(Cl)Cl (CH2Cl2). Yields the product ClCC=1C(=NC(=NC1)C1=CC(=CC=C1)C(F)(F)F)C1CC1 (5-Chloromethyl-4-cyclopropyl-2-(3-trifluoromethyl-phenyl)-pyrimidine). As a reaction SMILES: [CH:1]1([C:4]2[C:9]([CH2:10]O)=[CH:8][N:7]=[C:6]([C:12]3[CH:17]=[CH:16][CH:15]=[C:14]([C:18]([F:21])([F:20])[F:19])[CH:13]=3)[N:5]=2)[CH2:3][CH2:2]1.O=S(Cl)[Cl:24]>C(Cl)Cl>[Cl:24][CH2:10][C:9]1[C:4]([CH:1]2[CH2:3][CH2:2]2)=[N:5][C:6]([C:12]2[CH:17]=[CH:16][CH:15]=[C:14]([C:18]([F:21])([F:20])[F:19])[CH:13]=2)=[N:7][CH:8]=1. Procedure: 0.300 g (1.019 mmol) of the above prepared [4-cyclopropyl-2-(3-trifluoromethyl-phenyl)-pyrimidin-5-yl]-methanol was dissolved in 5 ml of CH2Cl2 and treated at 0° C. with 0.15 ml (2 eq.) of SOCl2. The reaction mixture was kept at 0° C. for 5 Min. and at ambient temperature for 30 Min. Pouring onto crashed ice/NaHCO3, twofold extraction with AcOEt, washing with water, drying over sodium sulfate, and evaporation of the solvents gave 0.315 g of pure title compound as white solid of mp. 92–95° C. Reactants: C(N)(=O)C=1C=C(C=C(C1)NC(C(=O)OCC)=O)NC(C(=O)OCC)=O (diethyl (5-carbamoyl-m-phenylene)dioxamate), material, [OH-].[Na+] (sodium hydroxide), O (water). The solvent is C(Cl)Cl (Methylene chloride). Yields the product O.C(N)(=O)C=1C=C(C=C(C1)NC(C(=O)O)=O)NC(C(=O)O)=O ((5-Carbamoyl-m-phenylene)dioxamic acid hydrate). As a reaction SMILES: [C:1]([C:4]1[CH:5]=[C:6]([NH:18][C:19](=[O:25])[C:20]([O:22]CC)=[O:21])[CH:7]=[C:8]([NH:10][C:11](=[O:17])[C:12]([O:14]CC)=[O:13])[CH:9]=1)(=[O:3])[NH2:2].[OH-].[Na+].O>C(Cl)Cl>[OH2:3].[C:1]([C:4]1[CH:9]=[C:8]([NH:10][C:11](=[O:17])[C:12]([OH:14])=[O:13])[CH:7]=[C:6]([NH:18][C:19](=[O:25])[C:20]([OH:22])=[O:21])[CH:5]=1)(=[O:3])[NH2:2] |f:1.2,5.6|. Procedure details: A mixture of 5.26 gm. (0.015 mole) of diethyl (5-carbamoyl-m-phenylene)dioxamate, 33 ml. of 1N sodium hydroxide solution and 50 ml. of water is stirred for twenty minutes. Methylene chloride (85 ml.) is added and stirring continued for an additional thirty minutes. The aqueous layer is separated and acidified by the addition of dilute hydrochloric acid. The precipitate is removed by filtration and washed with water. The solid is purified by dissolving it in a dilute solution of THAM, filtering t... Starting materials: O=C1CCC(=O)N1Cl, ClCCl, Cc1cc(C)c(Sc2nc(Nc3ccc(C#N)cc3)nc3cc[nH]c23)c(C)c1. The product is Cc1cc(C)c(Sc2nc(Nc3ccc(C#N)cc3)nc3c(Cl)c[nH]c23)c(C)c1. Reaction SMILES: [Cl:29][N:30]1[C:31](=[O:32])[CH2:33][CH2:34][C:35]1=[O:36].[Cl:37][CH2:38][Cl:39].[c:1]1([CH3:28])[c:2]([S:9][c:10]2[c:11]3[c:12]([n:13][c:14]([NH:16][c:17]4[cH:18][cH:19][c:20]([C:21]#[N:22])[cH:23][cH:24]4)[n:15]2)[cH:25][cH:26][nH:27]3)[c:3]([CH3:8])[cH:4][c:5]([CH3:7])[cH:6]1>>[c:1]1([CH3:28])[c:2]([S:9][c:10]2[c:11]3[c:12]([n:13][c:14]([NH:16][c:17]4[cH:18][cH:19][c:20]([C:21]#[N:22])[cH:23][cH:24]4)[n:15]2)[c:25]([Cl:29])[cH:26][nH:27]3)[c:3]([CH3:8])[cH:4][c:5]([CH3:7])[cH:6]1.